describe an organic reaction: reactants, conditions, products, and yield From a dataset of the Open Reaction Database (ORD), a public repository of structured organic reaction records. The reactants are ClC=1C=C(C=CC1)C(C)=O (3′-Chloroacetophenone), CN(C)C=O (DMF), O=P(Cl)(Cl)Cl (POCl3), CN(C)C=O (DMF), O (water), Cl.NO (Hydroxylamine HCl). Conditions: temperature 30 celsius, time 1 hour. Product: ClC(=CC#N)C1=CC(=CC=C1)Cl (3-Chloro-3-(3-chlor-phenyl)-acrylonitrile). RXN SMILES: O=P(Cl)(Cl)Cl.[Cl:6][C:7]1[CH:8]=[C:9]([C:13](=O)[CH3:14])[CH:10]=[CH:11][CH:12]=1.[ClH:16].NO.O.C[N:21]([CH:23]=O)C>>[Cl:16][C:13]([C:9]1[CH:10]=[CH:11][CH:12]=[C:7]([Cl:6])[CH:8]=1)=[CH:14][C:23]#[N:21] |f:2.3|. Reported procedure: A solution of POCl3 was slowly added to anhydrous DMF over a period of 20 minutes and the temperature was maintained around 30° C. 3′-Chloroacetophenone solution in anhydrous DMF was added to the above solution and the reaction temperature was allowed to rise to around 50° C. Hydroxylamine HCl was added to the reaction solution, portionwise, over 1 hour. A volume of 500 mL of water was added to form precipitate, stirred for 1 hour and the precipitate was collected on a Buchner funnel, washed wit... Starting materials: COC(C1=C(C=C(C=C1)NCC1=CC=C(C=C1)C#CCO)O)=O (2-Hydroxy-4-[4-(3-hydroxy-prop-1-ynyl)-benzylamino]-benzoic acid methyl ester), [Li+].[OH-] (LiOH). Run in C1CCOC1.O (THF H2O). Conditions: temperature 90 celsius. Product: OC1=C(C(=O)O)C=CC(=C1)NCC1=CC=C(C=C1)C#CCO (2-Hydroxy-4-[4-(3-hydroxy-prop-1-ynyl)-benzylamino]-benzoic acid). The yield is 17.3%. RXN SMILES: C[O:2][C:3](=[O:23])[C:4]1[CH:9]=[CH:8][C:7]([NH:10][CH2:11][C:12]2[CH:17]=[CH:16][C:15]([C:18]#[C:19][CH2:20][OH:21])=[CH:14][CH:13]=2)=[CH:6][C:5]=1[OH:22].[Li+].[OH-]>C1COCC1.O>[OH:22][C:5]1[CH:6]=[C:7]([NH:10][CH2:11][C:12]2[CH:13]=[CH:14][C:15]([C:18]#[C:19][CH2:20][OH:21])=[CH:16][CH:17]=2)[CH:8]=[CH:9][C:4]=1[C:3]([OH:23])=[O:2] |f:1.2,3.4|. Reported procedure: 2-Hydroxy-4-[4-(3-hydroxy-prop-1-ynyl)-benzylamino]-benzoic acid methyl ester (22 mg; 0.07 mmol) was dissolved in THF/H2O (1 mL/0.25 mL) and LiOH was added (17 mg; 0.7 mmol). The reaction mixture was heated to 90° C. for 1 hour. THF was removed by evaporation and EtOAc (3 mL) and H2O (0.5 mL) was added. The organic phase was isolated, dried (Na2SO4), filtered, evaporated to dryness and purified by flash column chromatography (SiO2-PE80-100° C./EtOAc/CH3COOH=1:1:1%) to yield 3.6 mg (17%) of pure ... Starting materials: NC1=NC(=C(C(=N1)S(=O)C)C#N)N1N=CC=C1 (2-amino-4-methanesulfinyl-6-pyrazol-1-yl-pyrimidine-5-carbonitrile), Cl.Cl.CC=1C(=NC=C(C1)C)CN (C-(3,5-dimethyl-pyridin-2-yl)-methylamine dihydrochloride), C1CCC2=NCCCN2CC1 (DBU). Run in COCCOC (DME). Product: NC1=NC(=C(C(=N1)NCC1=NC=C(C=C1C)C)C#N)N1N=CC=C1 (2-Amino-4-[(3,5-dimethyl-pyridin-2-yl-methyl)-amino]-6-pyrazol-1-yl-pyrimidine-5-carbonitrile). As a reaction SMILES: [NH2:1][C:2]1[N:7]=[C:6](S(C)=O)[C:5]([C:11]#[N:12])=[C:4]([N:13]2[CH:17]=[CH:16][CH:15]=[N:14]2)[N:3]=1.Cl.Cl.[CH3:20][C:21]1[C:22]([CH2:28][NH2:29])=[N:23][CH:24]=[C:25]([CH3:27])[CH:26]=1.C1CCN2C(=NCCC2)CC1>COCCOC>[NH2:1][C:2]1[N:7]=[C:6]([NH:29][CH2:28][C:22]2[C:21]([CH3:20])=[CH:26][C:25]([CH3:27])=[CH:24][N:23]=2)[C:5]([C:11]#[N:12])=[C:4]([N:13]2[CH:17]=[CH:16][CH:15]=[N:14]2)[N:3]=1 |f:1.2.3|. Reported procedure: From 2-amino-4-methanesulfinyl-6-pyrazol-1-yl-pyrimidine-5-carbonitrile, C-(3,5-dimethyl-pyridin-2-yl)-methylamine dihydrochloride and DBU in DME. ES-MS m/e (%): 321 (M+H+, 100). Starting materials: FC=1C=C(C=2CCCCC2C1)C(=O)N(C)C[C@@H](CC=C)C1=CC=C(C=C1)F (3-fluoro-N-[(2S)-2-(4-fluorophenyl)pent-4-en-1-yl]-N-methyl-5,6,7,8-tetrahydronaphthalene-1-carboxamide), FC1=CC=C(C=C1)[C@@H](CN(C(C1=CC(=CC(=C1)C(F)(F)F)C(F)(F)F)=O)C)CC=C (N-[(2S)-2-(4-fluorophenyl)pent-4-en-1-yl]-N-methyl-3,5-bis(trifluoromethyl)benzamide). The product is FC=1C=C(C=2CCCCC2C1)C(=O)N(C)C[C@@H](CC=O)C1=CC=C(C=C1)F (3-Fluoro-N-[(2S)-2-(4-fluorophenyl)-4-oxobutyl]-N-methyl-5,6,7,8-tetrahydronaphthalene-1-carboxamide). Reaction SMILES: [F:1][C:2]1[CH:3]=[C:4]([C:12]([N:14]([CH2:16][C@H:17]([C:21]2[CH:26]=[CH:25][C:24]([F:27])=[CH:23][CH:22]=2)[CH2:18][CH:19]=C)[CH3:15])=[O:13])[C:5]2[CH2:6][CH2:7][CH2:8][CH2:9][C:10]=2[CH:11]=1.FC1C=CC([C@H](CC=C)CN(C)C(=[O:53])C2C=C(C(F)(F)F)C=C(C(F)(F)F)C=2)=CC=1>>[F:1][C:2]1[CH:3]=[C:4]([C:12]([N:14]([CH2:16][C@H:17]([C:21]2[CH:26]=[CH:25][C:24]([F:27])=[CH:23][CH:22]=2)[CH2:18][CH:19]=[O:53])[CH3:15])=[O:13])[C:5]2[CH2:6][CH2:7][CH2:8][CH2:9][C:10]=2[CH:11]=1. Procedure details: The compound was synthesized in an analogous way to that of Method 20b but using 3-fluoro-N-[(2S)-2-(4-fluorophenyl)pent-4-en-1-yl]-N-methyl-5,6,7,8-tetrahydronaphthalene-1-carboxamide rather than N-[(2S)-2-(4-fluorophenyl)pent-4-en-1-yl]-N-methyl-3,5-bis(trifluoromethyl)benzamide (yield, 68%). 1H NMR (500 MHz, CDCl3): 1.6-4.2 (cm, 16H), 6.2-7.8 (cm, 6H), 9.8 (s, 1H). Yields the product C(C)(=O)C1=CC2=C(SC3=C2C=CC=C3)C=C1 (2-acetyldibenzothiophene). The solvent is C(=S)=S (carbon disulphide), C(=S)=S (carbon disulphide). RXN SMILES: [CH:1]1[C:9]2[C:8]3[CH:10]=[CH:11][CH:12]=[CH:13][C:7]=3[S:6][C:5]=2[CH:4]=[CH:3][CH:2]=1.[Cl-].[Al+3].[Cl-].[Cl-].[C:18](Cl)(=[O:20])[CH3:19]>C(=S)=S>[C:18]([C:2]1[CH:3]=[CH:4][C:5]2[S:6][C:7]3[CH:13]=[CH:12][CH:11]=[CH:10][C:8]=3[C:9]=2[CH:1]=1)(=[O:20])[CH3:19] |f:1.2.3.4|. Starting materials: C1=CC=CC=2SC3=C(C21)C=CC=C3 (Dibenzothiophene), [Cl-].[Al+3].[Cl-].[Cl-] (aluminium chloride), C(C)(=O)Cl (acetyl chloride). Procedure details: Dibenzothiophene (18.4g.) and anhydrous aluminium chloride (13.3 g.) were mechanically stirred in carbon disulphide (100 ml.) while acetyl chloride (7.85 g.) in carbon disulphide (20 ml.) was added dropwise over 0.5 hr. The temperature of the mixture rose to 30° C. After a total of 4 hr. stirring the mixture was poured on to ice and extracted with chloroform. The extract was washed with sodium bicarbonate solution, dried with magnesium sulphate, and evaporated. The residue was distilled under va... The reactants are CC(C)=O, CCOC(C)=O, COC(=O)CN(c1ccccc1C)S(=O)(=O)c1ccccc1C(O)c1cc(OC)c2c(c1)OCO2, CC(C)O. Reaction SMILES: [CH3:1][C:2](=[O:3])[CH3:4].[CH3:44][CH2:45][O:46][C:47](=[O:48])[CH3:49].[CH3:5][O:6][C:7]([CH2:8][N:9]([c:10]1[c:11]([CH3:16])[cH:12][cH:13][cH:14][cH:15]1)[S:17](=[O:18])(=[O:19])[c:20]1[c:21]([CH:26]([c:27]2[cH:28][c:29]3[c:30]([c:34]([O:36][CH3:37])[cH:35]2)[O:31][CH2:32][O:33]3)[OH:38])[cH:22][cH:23][cH:24][cH:25]1)=[O:39].[CH:40]([OH:41])([CH3:42])[CH3:43]>>[CH3:5][O:6][C:7]([CH2:8][N:9]([c:10]1[c:11]([CH3:16])[cH:12][cH:13][cH:14][cH:15]1)[S:17](=[O:18])(=[O:19])[c:20]1[c:21]([C:26]([c:27]2[cH:28][c:29]3[c:30]([c:34]([O:36][CH3:37])[cH:35]2)[O:31][CH2:32][O:33]3)=[O:38])[cH:22][cH:23][cH:24][cH:25]1)=[O:39]. Product: COC(=O)CN(c1ccccc1C)S(=O)(=O)c1ccccc1C(=O)c1cc(OC)c2c(c1)OCO2. The reactants are CCN(C(=O)N1CCCCC1C(=O)OC)c1ccccc1, CO, [Li+], [OH-]. The product is CCN(C(=O)N1CCCCC1C(=O)O)c1ccccc1. As a reaction SMILES: [CH2:1]([CH3:2])[N:3]([C:4](=[O:5])[N:6]1[CH:7]([C:12](=[O:13])[O:14][CH3:15])[CH2:8][CH2:9][CH2:10][CH2:11]1)[c:16]1[cH:17][cH:18][cH:19][cH:20][cH:21]1.[CH3:24][OH:25].[Li+:23].[OH-:22]>>[CH2:1]([CH3:2])[N:3]([C:4](=[O:5])[N:6]1[CH:7]([C:12](=[O:13])[OH:14])[CH2:8][CH2:9][CH2:10][CH2:11]1)[c:16]1[cH:17][cH:18][cH:19][cH:20][cH:21]1.